Task: describe an organic reaction: reactants, conditions, products, and yield. Dataset: the Open Reaction Database (ORD), a public repository of structured organic reaction records Starting materials: [OH-].[Na+] (sodium hydroxide), FC1=CC=C(C=C1)C=1OC2=C(C1C(=O)OCC)C=C(C(=C2)[N+](=O)[O-])OC(C)C (ethyl 2-(4-fluorophenyl)-5-isopropoxy-6-nitrobenzofuran-3-carboxylate), C1CCOC1 (THF). Solvent: O (Water). Conditions: temperature 50 celsius, time 5 minute. Yields the product FC1=CC=C(C=C1)C=1OC2=C(C1C(=O)O)C=C(C(=C2)[N+](=O)[O-])OC(C)C (2-(4-fluorophenyl)-5-isopropoxy-6-nitrobenzofuran-3-carboxylic acid). Reaction SMILES: [OH-].[Na+].[F:3][C:4]1[CH:9]=[CH:8][C:7]([C:10]2[O:11][C:12]3[CH:23]=[C:22]([N+:24]([O-:26])=[O:25])[C:21]([O:27][CH:28]([CH3:30])[CH3:29])=[CH:20][C:13]=3[C:14]=2[C:15]([O:17]CC)=[O:16])=[CH:6][CH:5]=1.C1COCC1>O>[F:3][C:4]1[CH:5]=[CH:6][C:7]([C:10]2[O:11][C:12]3[CH:23]=[C:22]([N+:24]([O-:26])=[O:25])[C:21]([O:27][CH:28]([CH3:30])[CH3:29])=[CH:20][C:13]=3[C:14]=2[C:15]([OH:17])=[O:16])=[CH:8][CH:9]=1 |f:0.1|. Procedure: An aqueous solution of sodium hydroxide (7.74 mL, 15.48 mmol, 2.0 M) was added to a mixture of ethyl 2-(4-fluorophenyl)-5-isopropoxy-6-nitrobenzofuran-3-carboxylate (1.5 g, 3.87 mmol) in a THF (50 mL)/Water (10 mL) mixture at room temperature. The reaction mixture was heated to 50° C. and maintained at the same temperature overnight. The reaction mixture was then concentrated to remove the solvent. The residue was diluted with water, acidified with 1.5 N HCl, stirred for 5 min and filtered. The ...